This data is from the Open Reaction Database (ORD), a public repository of structured organic reaction records. The task is: describe an organic reaction: reactants, conditions, products, and yield Reactants: C(C=C)Br (allyl bromide), [OH-].[Na+] (sodium hydroxide), C(C1=CC=CC=C1)OCC=1NC(=C(N1)C(C)C)SC1=CC(=CC=C1)Cl (2-(benzyloxymethyl)-5-(3-chlorophenylthio)-4-isopropyl-1H-imidazole). The reagents and catalysts are [Br-].C(CCC)[N+](CCCC)(CCCC)CCCC (tetrabutylammoniumbromide). Run in O1CCCC1 (tetrahydrofuran). The product is C(C=C)N1C(=NC(=C1SC1=CC(=CC=C1)Cl)C(C)C)COCC1=CC=CC=C1 (1-allyl-2-benzyloxymethyl-5-(3-chlorophenylthio)-4-isopropyl-1H-imidazole). The yield is 58.1%. Reaction SMILES: [CH2:1]([O:8][CH2:9][C:10]1[NH:11][C:12]([S:18][C:19]2[CH:24]=[CH:23][CH:22]=[C:21]([Cl:25])[CH:20]=2)=[C:13]([CH:15]([CH3:17])[CH3:16])[N:14]=1)[C:2]1[CH:7]=[CH:6][CH:5]=[CH:4][CH:3]=1.[CH2:26](Br)[CH:27]=[CH2:28].[OH-].[Na+]>[Br-].C([N+](CCCC)(CCCC)CCCC)CCC.O1CCCC1>[CH2:28]([N:11]1[C:12]([S:18][C:19]2[CH:24]=[CH:23][CH:22]=[C:21]([Cl:25])[CH:20]=2)=[C:13]([CH:15]([CH3:17])[CH3:16])[N:14]=[C:10]1[CH2:9][O:8][CH2:1][C:2]1[CH:3]=[CH:4][CH:5]=[CH:6][CH:7]=1)[CH:27]=[CH2:26] |f:2.3,4.5|. Reported procedure: (1)In 10 ml of dry tetrahydrofuran was dissolved 744 mg (2.00 mmol)of 2-(benzyloxymethyl)-5-(3-chlorophenylthio)-4-isopropyl-1H-imidazole (16e), followed by addition of 410 mg (2.40 mmol)of allyl bromide, 96 mg (2.40 mmol)of sodium hydroxide and 5 mg (0.015 mg)of tetrabutylammoniumbromide at room temperature with stirring, and the mixture was stirred at room temperature for 3 hours. This reaction mixture was concentrated under reduced pressure, the residue was extracted with methylene chloride, ...